describe an organic reaction: reactants, conditions, products, and yield From a dataset of the Open Reaction Database (ORD), a public repository of structured organic reaction records. Starting materials: COC1=NC=C(C=C1NC(=O)N)C1=CN(C=2N=CN=C(C21)N[C@@H](C)C2=NN1C(C(N2C2=CC=CC=C2)=O)=C(C=C1)C)COCC[Si](C)(C)C ((S)-1-(2-Methoxy-5-(4-((1-(5-methyl-4-oxo-3-phenyl-3,4-dihydropyrrolo[2,1-f][1,2,4]triazin-2-yl)ethyl)amino)-7-((2-(trimethylsilyl)ethoxy)methyl)-7H-pyrrolo[2,3-d]pyrimidin-5-yl)pyridin-3-yl)urea), FC(C(=O)O)(F)F (trifluoroacetic acid), N (ammonia). The product is COC1=NC=C(C=C1NC(=O)N)C1=CNC=2N=CN=C(C21)N[C@@H](C)C2=NN1C(C(N2C2=CC=CC=C2)=O)=C(C=C1)C ((S)-1-(2-Methoxy-5-(4-((1-(5-methyl-4-oxo-3-phenyl-3,4-dihydropyrrolo[2,1-f][1,2,4]triazin-2-yl)ethyl)amino)-7H-pyrrolo[2,3-d]pyrimidin-5-yl)pyridin-3-yl)urea). The yield is 40.9%. Reaction SMILES: [CH3:1][O:2][C:3]1[C:8]([NH:9][C:10]([NH2:12])=[O:11])=[CH:7][C:6]([C:13]2[C:21]3[C:20]([NH:22][C@H:23]([C:25]4[N:30]([C:31]5[CH:36]=[CH:35][CH:34]=[CH:33][CH:32]=5)[C:29](=[O:37])[C:28]5=[C:38]([CH3:41])[CH:39]=[CH:40][N:27]5[N:26]=4)[CH3:24])=[N:19][CH:18]=[N:17][C:16]=3[N:15](COCC[Si](C)(C)C)[CH:14]=2)=[CH:5][N:4]=1.FC(F)(F)C(O)=O.N>>[CH3:1][O:2][C:3]1[C:8]([NH:9][C:10]([NH2:12])=[O:11])=[CH:7][C:6]([C:13]2[C:21]3[C:20]([NH:22][C@H:23]([C:25]4[N:30]([C:31]5[CH:36]=[CH:35][CH:34]=[CH:33][CH:32]=5)[C:29](=[O:37])[C:28]5=[C:38]([CH3:41])[CH:39]=[CH:40][N:27]5[N:26]=4)[CH3:24])=[N:19][CH:18]=[N:17][C:16]=3[NH:15][CH:14]=2)=[CH:5][N:4]=1. Reported procedure: (S)-1-(2-Methoxy-5-(4-((1-(5-methyl-4-oxo-3-phenyl-3,4-dihydropyrrolo[2,1-f][1,2,4]triazin-2-yl)ethyl)amino)-7-((2-(trimethylsilyl)ethoxy)methyl)-7H-pyrrolo[2,3-d]pyrimidin-5-yl)pyridin-3-yl)urea (60 mg, 0.08 mmol, 86% purity) was treated with trifluoroacetic acid (2.0 ml, 26.0 mmol) and a solution of ammonia (7N in methanol, 5.0 ml, 35.0 mmol) according to the method described in Example 27. The residue was purified using SP1® Purification System (reverse phase, 0% to 100% water-methanol/aceton... The reactants are ice water, O=C1C2=C(N=C3N1C=C(C=C3)C#N)C=CS2 (10-oxo-10H-pyrido[1,2-a]thieno[3,2-d]pyrimidine-7-carbonitrile), [N-]=[N+]=[N-].[Na+] (sodium azide), [Cl-].[NH4+] (ammonium chloride), Cl (hydrochloric acid). The solvent is CN(C=O)C (dimethylformamide). Product: N1N=NN=C1C=1C=CC=2N(C(C3=C(N2)C=CS3)=O)C1 (7-(1H-Tetrazol-5-yl)-10H-pyrido[1,2-a]thieno[3,2-d]pyrimidin-10-one). Reaction SMILES: [O:1]=[C:2]1[N:7]2[CH:8]=[C:9]([C:12]#[N:13])[CH:10]=[CH:11][C:6]2=[N:5][C:4]2[CH:14]=[CH:15][S:16][C:3]1=2.[N-:17]=[N+:18]=[N-:19].[Na+].[Cl-].[NH4+].Cl>CN(C)C=O>[NH:17]1[C:12]([C:9]2[CH:10]=[CH:11][C:6]3[N:7]([CH:8]=2)[C:2](=[O:1])[C:3]2[S:16][CH:15]=[CH:14][C:4]=2[N:5]=3)=[N:13][N:19]=[N:18]1 |f:1.2,3.4|. Procedure: A mixture of 10-oxo-10H-pyrido[1,2-a]thieno[3,2-d]pyrimidine-7-carbonitrile (0.6 g., 0.0026 mol), sodium azide (0.56 g., 0.0086 mol) and ammonium chloride (0.46 g., 0.0036 mol) in dimethylformamide (75 ml) is heated at 100°-105° C. for 18 hours under nitrogen. The reaction mixture is cooled, poured into ice water (700 ml) and acidified with concentrated hydrochloric acid (1 ml). The precipitate is filtered off, washed with water, with acetone and dried. Recrystallization from dimethylformamide g... The reactants are BrCC1=C(C=C(C=C1)S(=O)(=O)C)C(F)(F)F (1-bromomethyl-4-methanesulfonyl-2-trifluoromethyl-benzene), BrCC1=C(C=C(C=C1)S(=O)(=O)C)C(F)(F)F (1-bromomethyl-4-methanesulfonyl-2-trifluoromethyl-benzene), [I-].[Na+] (sodium iodide), C(C)OC(CC1=C(NC2=CC=C(C=C12)F)C)=O ((5-fluoro-2-methyl-1H-indol-3-yl)-acetic acid ethyl ester), [H-].[Na+] (sodium hydride). Run in O (water), CS(=O)C (DMSO). Conditions: time 30 minute. Product: C(C)OC(CC1=C(N(C2=CC=C(C=C12)F)CC1=C(C=C(C=C1)S(=O)(=O)C)C(F)(F)F)C)=O ([5-fluoro-(4-methanesulfonyl-2-trifluoromethyl-benzyl)-2-methyl-1H-indol-3-yl]-acetic acid ethyl ester). RXN SMILES: [CH2:1]([O:3][C:4](=[O:17])[CH2:5][C:6]1[C:14]2[C:9](=[CH:10][CH:11]=[C:12]([F:15])[CH:13]=2)[NH:8][C:7]=1[CH3:16])[CH3:2].[H-].[Na+].Br[CH2:21][C:22]1[CH:27]=[CH:26][C:25]([S:28]([CH3:31])(=[O:30])=[O:29])=[CH:24][C:23]=1[C:32]([F:35])([F:34])[F:33].[I-].[Na+]>CS(C)=O.O>[CH2:1]([O:3][C:4](=[O:17])[CH2:5][C:6]1[C:14]2[C:9](=[CH:10][CH:11]=[C:12]([F:15])[CH:13]=2)[N:8]([CH2:21][C:22]2[CH:27]=[CH:26][C:25]([S:28]([CH3:31])(=[O:30])=[O:29])=[CH:24][C:23]=2[C:32]([F:34])([F:33])[F:35])[C:7]=1[CH3:16])[CH3:2] |f:1.2,4.5|. Procedure: To a stirring solution of (5-fluoro-2-methyl-1H-indol-3-yl)-acetic acid ethyl ester (100 mg, 0.43 mmol) in dry DMSO (2 ml) at room temperature, is added sodium hydride (26 mg, 0.65 mmol) as a 60% dispersion in mineral oil. After stirring at room temperature for 30 mins, 1-bromomethyl-4-methanesulfonyl-2-trifluoromethyl-benzene (216 mg, 0.68 mmol) (intermediate 1c) and sodium iodide (102 mg, 0.68 mmol) are added. The reaction mixture is stirred at room temperature for 60 h. The reaction mixture i...